This data is from the Open Reaction Database (ORD), a public repository of structured organic reaction records. The task is: describe an organic reaction: reactants, conditions, products, and yield The reactants are COc1cc2ncnc(N3CCNCC3)c2cc1OC, CSC(=C[N+](=O)[O-])SC, CCO. The product is COc1cc2ncnc(N3CCN(C(=C[N+](=O)[O-])SC)CC3)c2cc1OC. Reaction SMILES: [CH3:1][O:2][c:3]1[cH:4][c:5]2[c:6]([N:15]3[CH2:16][CH2:17][NH:18][CH2:19][CH2:20]3)[n:7][cH:8][n:9][c:10]2[cH:11][c:12]1[O:13][CH3:14].[CH3:21][S:22][C:23](=[CH:24][N+:25](=[O:26])[O-:27])[S:28][CH3:29].[CH3:30][CH2:31][OH:32]>>[CH3:1][O:2][c:3]1[cH:4][c:5]2[c:6]([N:15]3[CH2:16][CH2:17][N:18]([C:23]([S:22][CH3:21])=[CH:24][N+:25](=[O:26])[O-:27])[CH2:19][CH2:20]3)[n:7][cH:8][n:9][c:10]2[cH:11][c:12]1[O:13][CH3:14]. Starting materials: ice, CC=1NC(NC1)=O (1,3-dihydro-4-methyl-2H-imidazol-2-one), [Cl-].[Al+3].[Cl-].[Cl-] (aluminum chloride), FC1=CC=C(C(=O)Cl)C=C1 (p-fluorobenzoyl chloride). Run in [N+](=O)([O-])C1=CC=CC=C1 (nitrobenzene). Conditions: time 6 hour. The product is FC1=CC=C(C(=O)C=2NC(NC2C)=O)C=C1 (1,3-dihydro-4-(4-fluorobenzoyl)-5-methyl-2H-imidazol-2-one). As a reaction SMILES: [CH3:1][C:2]1[NH:3][C:4](=[O:7])[NH:5][CH:6]=1.[Cl-].[Al+3].[Cl-].[Cl-].[F:12][C:13]1[CH:21]=[CH:20][C:16]([C:17](Cl)=[O:18])=[CH:15][CH:14]=1>[N+](C1C=CC=CC=1)([O-])=O>[F:12][C:13]1[CH:21]=[CH:20][C:16]([C:17]([C:6]2[NH:5][C:4](=[O:7])[NH:3][C:2]=2[CH3:1])=[O:18])=[CH:15][CH:14]=1 |f:1.2.3.4|. Procedure details: To a stirred mixture of 98.1 g (1 mole) of 1,3-dihydro-4-methyl-2H-imidazol-2-one, 266.7 g (2 moles) of anhydrous aluminum chloride and 500 ml of nitrobenzene there is added dropwise over 10 minutes, 158.6 g (1 mole) of p-fluorobenzoyl chloride. The mixture is stirred at 60°-65° C. for 6 hours, then poured onto 2 kg of ice. The precipitate which forms is separated by filtration, washed with diethyl ether and water and recrystallized from dimethylformamide to give 1,3-dihydro-4-(4-fluorobenzoyl)-...